This data is from the Open Reaction Database (ORD), a public repository of structured organic reaction records. The task is: describe an organic reaction: reactants, conditions, products, and yield Reactants: [Nb] (Niobium), P(O)(O)(O)=O (phosphoric acid), P(O)(O)(O)=O (phosphoric acid), [O-2].[Nb+5].[O-2].[O-2].[O-2].[O-2].[Nb+5] (niobium oxide). Reaction conditions: temperature 150 celsius. The product is P(=O)([O-])([O-])[O-].[Nb+5].P(=O)([O-])([O-])[O-].P(=O)([O-])([O-])[O-].P(=O)([O-])([O-])[O-].P(=O)([O-])([O-])[O-].[Nb+5].[Nb+5] (niobium phosphate). RXN SMILES: [Nb:1].[P:2](=[O:6])([OH:5])([OH:4])[OH:3].[O-2].[Nb+5].[O-2].[O-2].[O-2].[O-2].[Nb+5]>>[P:2]([O-:6])([O-:5])([O-:4])=[O:3].[Nb+5:1].[P:2]([O-:6])([O-:5])([O-:4])=[O:3].[P:2]([O-:6])([O-:5])([O-:4])=[O:3].[P:2]([O-:6])([O-:5])([O-:4])=[O:3].[P:2]([O-:6])([O-:5])([O-:4])=[O:3].[Nb+5:1].[Nb+5:1] |f:2.3.4.5.6.7.8,9.10.11.12.13.14.15.16|. Procedure: A mixture is prepared containing niobic acid, Nb2O5.xH2O, (60.33 g; 0.211 moles; Niobium Products Company, AD-460) and 85% phosphoric acid (602.20 g; 5.22 moles). The mixture is heated to 150° C. with stirring. The niobium oxide dissolves to form a pink solution, and upon heating a precipitate forms. The precipitate is boiled in the phosphoric acid for about 2 hours. The boiled mixture is cooled to room temperature, and the liquid phase is decanted from the precipitate. The precipitate is washed... The reactants are CN(C1CCCN(C2=C1C=CC=C2)C(C2=CC(=C(C=C2)NC(C2=C(C=CC=C2)C)=O)OC)=O)C (5-dimethylamino-1-[3-methoxy-4-(2-methylbenzoylamino)benzoyl]-2,3,4,5-tetrahydro-1H-benzazepine), B(Br)(Br)Br (boron tribromide), C(O)([O-])=O.[Na+] (sodium hydrogen carbonate), O (water). The solvent is ClCCl (dichloromethane), ClCCl (dichloromethane). Reaction conditions: time 1 day. Product: CN(C1CCCN(C2=C1C=CC=C2)C(C2=CC(=C(C=C2)NC(C2=C(C=CC=C2)C)=O)O)=O)C (5-dimethylamino-1-[3-hydroxy-4-(2-methylbenzoylamino)benzoyl]-2,3,4,5-tetrahydro-1H-benzazepine). The yield is 68.1%. RXN SMILES: [CH3:1][N:2]([CH3:34])[CH:3]1[C:9]2[CH:10]=[CH:11][CH:12]=[CH:13][C:8]=2[N:7]([C:14](=[O:33])[C:15]2[CH:20]=[CH:19][C:18]([NH:21][C:22](=[O:30])[C:23]3[CH:28]=[CH:27][CH:26]=[CH:25][C:24]=3[CH3:29])=[C:17]([O:31]C)[CH:16]=2)[CH2:6][CH2:5][CH2:4]1.B(Br)(Br)Br.O.C(=O)([O-])O.[Na+]>ClCCl>[CH3:34][N:2]([CH3:1])[CH:3]1[C:9]2[CH:10]=[CH:11][CH:12]=[CH:13][C:8]=2[N:7]([C:14](=[O:33])[C:15]2[CH:20]=[CH:19][C:18]([NH:21][C:22](=[O:30])[C:23]3[CH:28]=[CH:27][CH:26]=[CH:25][C:24]=3[CH3:29])=[C:17]([OH:31])[CH:16]=2)[CH2:6][CH2:5][CH2:4]1 |f:3.4|. Procedure details: A solution of 5-dimethylamino-1-[3-methoxy-4-(2-methylbenzoylamino)benzoyl]-2,3,4,5-tetrahydro-1H-benzazepine (0.50 g) in dichloromethane (30 ml) is added dropwise to a solution of 1M boron tribromide in dichloromethane (5.46 ml) at -45° C. After completion of the dropping, the mixture is stirred for 1 day while the temperature of the reaction mixture is gradually raised to room temperature. To the reaction solution is added water and the mixture is neutralized with sodium hydrogen carbonate, an... Reactants: C1(=CC=CC=C1)C1=C(NC(C)=O)C=CC=C1 (2-Phenyl-N-acetylaniline), Br (hydrogen bromide). Run in C(C)(=O)O (acetic acid), C(Cl)(Cl)(Cl)Cl (carbon tetrachloride). Conditions: time 8 hour. The product is C1(=CC=CC=C1)C1=C(NC(C)=O)C=CC(=C1)Br (2-phenyl-4-bromo-N-acetylaniline). Isolated yield 91.3%. RXN SMILES: [C:1]1([C:7]2[CH:16]=[CH:15][CH:14]=[CH:13][C:8]=2[NH:9][C:10](=[O:12])[CH3:11])[CH:6]=[CH:5][CH:4]=[CH:3][CH:2]=1.[BrH:17]>C(O)(=O)C.C(Cl)(Cl)(Cl)Cl>[C:1]1([C:7]2[CH:16]=[C:15]([Br:17])[CH:14]=[CH:13][C:8]=2[NH:9][C:10](=[O:12])[CH3:11])[CH:2]=[CH:3][CH:4]=[CH:5][CH:6]=1. Procedure details: 2-Phenyl-N-acetylaniline (6.21 g, 29.40 mmol) was dissolved in acetic acid (70 mL). Thereto was dropwise added under ice bath a separately prepared solution of hydrogen bromide (6.14 g, 38.42 mmol) dissolved in carbon tetrachloride (19.21 mL) and the mixture was stirred at room temperature overnight. The solution was concentrated under reduced pressure, to the residue was added water (20 mL) and subsequently ethanol (30 mL), and the mixture was stirred under ice bath for 1 hour. The precipitate ... Reactants: ClC1=C(C=CC=C1Cl)C1=CC2=C(N=C(N=C2)N)N=C1N (6-(2,3-Dichlorophenyl)-pyrido[2,3-d]pyrimidine-2,7-diamine), C(C)(C)(C)N=C=O (tert-butyl isocyanate). Product: NC=1N=CC2=C(N1)N=C(C(=C2)C2=C(C(=CC=C2)Cl)Cl)NC(=O)NC(C)(C)C (1-[2-Amino-6-(2,3-dichlorophenyl)-pyrido[2,3-d]pyrimidin-7-yl]-3-tert-butyl-urea). RXN SMILES: [Cl:1][C:2]1[C:7]([Cl:8])=[CH:6][CH:5]=[CH:4][C:3]=1[C:9]1[C:19]([NH2:20])=[N:18][C:12]2[N:13]=[C:14]([NH2:17])[N:15]=[CH:16][C:11]=2[CH:10]=1.[C:21]([N:25]=[C:26]=[O:27])([CH3:24])([CH3:23])[CH3:22]>>[NH2:17][C:14]1[N:15]=[CH:16][C:11]2[CH:10]=[C:9]([C:3]3[CH:4]=[CH:5][CH:6]=[C:7]([Cl:8])[C:2]=3[Cl:1])[C:19]([NH:20][C:26]([NH:25][C:21]([CH3:24])([CH3:23])[CH3:22])=[O:27])=[N:18][C:12]=2[N:13]=1. Procedure details: Following the general procedure of Example 2, 0.502 g of 6-(2,3-dichlorophenyl)-pyrido[2,3-d]pyrimidine-2,7-diamine from Example 83 was reacted with 0.206 mL of tert-butyl isocyanate. The product is purified by silica gel chromatography eluting with a gradient of CHCl3 :EtOAc (98:2) to CHCl3 :EtOAc (1:2) to afford the title compound; mp 356°-358° C.